This data is from the Open Reaction Database (ORD), a public repository of structured organic reaction records. The task is: describe an organic reaction: reactants, conditions, products, and yield Starting materials: COC(=O)CN1C(=O)N2CC(Cc3ccccc3)N=C2c2[nH]c(C3CCCC3)nc21, Cl, [Li+], C1CCOC1, [OH-], O, O. Product: O=C(O)CN1C(=O)N2CC(Cc3ccccc3)N=C2c2[nH]c(C3CCCC3)nc21, Cl. RXN SMILES: [CH2:1]([c:2]1[cH:3][cH:4][cH:5][cH:6][cH:7]1)[CH:8]1[N:9]=[C:10]2[c:11]3[nH:12][c:13]([CH:26]4[CH2:27][CH2:28][CH2:29][CH2:30]4)[n:14][c:15]3[N:16]([CH2:21][C:22](=[O:23])[O:24][CH3:25])[C:17](=[O:20])[N:18]2[CH2:19]1.[ClH:34].[Li+:33].[O:35]1[CH2:36][CH2:37][CH2:38][CH2:39]1.[OH-:32].[OH2:31].[OH2:40]>>[CH2:1]([c:2]1[cH:3][cH:4][cH:5][cH:6][cH:7]1)[CH:8]1[N:9]=[C:10]2[c:11]3[nH:12][c:13]([CH:26]4[CH2:27][CH2:28][CH2:29][CH2:30]4)[n:14][c:15]3[N:16]([CH2:21][C:22](=[O:23])[OH:24])[C:17](=[O:20])[N:18]2[CH2:19]1.[ClH:34]. Reactants: CC(C)(C)C(=O)CBr, O=C([O-])[O-], CCCCC, CC#N, [K+], [K+], Oc1cccc(Cl)n1. Product: CC(C)(C)C(=O)COc1cccc(Cl)n1. RXN SMILES: [Br:15][CH2:16][C:17]([C:18]([CH3:19])([CH3:20])[CH3:21])=[O:22].[C:9](=[O:10])([O-:11])[O-:12].[CH3:23][CH2:24][CH2:25][CH2:26][CH3:27].[CH3:28][C:29]#[N:30].[K+:13].[K+:14].[OH:1][c:2]1[n:3][c:4]([Cl:8])[cH:5][cH:6][cH:7]1>>[O:1]([c:2]1[n:3][c:4]([Cl:8])[cH:5][cH:6][cH:7]1)[CH2:16][C:17]([C:18]([CH3:19])([CH3:20])[CH3:21])=[O:22].